describe an organic reaction: reactants, conditions, products, and yield From a dataset of the Open Reaction Database (ORD), a public repository of structured organic reaction records. The reactants are C1(=CC=CC=C1)O (phenol), C(C(=O)C)(=O)O (pyruvic acid), OS(=O)(=O)O (H2SO4). The solvent is O (water). The product is OC1=CC=C(C=C1)C(C(=O)O)(C)C1=CC=C(C=C1)O (2,2-bis(4-hydroxyphenyl)propionic acid). Yield: 48.0%. As a reaction SMILES: [C:1]1([OH:7])[CH:6]=[CH:5][CH:4]=[CH:3][CH:2]=1.[C:8]([OH:13])(=[O:12])[C:9]([CH3:11])=O.OS(O)(=O)=O>O>[OH:7][C:1]1[CH:6]=[CH:5][C:4]([C:9]([C:4]2[CH:5]=[CH:6][C:1]([OH:7])=[CH:2][CH:3]=2)([CH3:11])[C:8]([OH:13])=[O:12])=[CH:3][CH:2]=1. Procedure: To a cooled mixture of phenol (9.4 g, 0.1 mol), pyruvic acid (4.4 g, 0.05 mol), and water was added concentrated H2SO4 (4.5 mL, 18.0 g) dropwise with stirring. After 15 minutes the ice bath was removed and the reaction was warmed to room temperature and stirred for 18 hours. The reaction mixture was diluted with ethyl ether/water (200 ml 1:1) and the layers were separated. The organic layer was extracted with saturated aqueous NaHCO3. The aqueous extract was then acidified, extracted with ethyl ...